Dataset: the Open Reaction Database (ORD), a public repository of structured organic reaction records. Task: describe an organic reaction: reactants, conditions, products, and yield The reactants are ClC1=C(C=CC(=C1)[N+](=O)[O-])CCN(CC)CC ([2-(2-chloro-4-nitrophenyl)ethyl]diethylamine). The reagents and catalysts are [H][H] (hydrogen), [Ni] (Raney nickel). Run in C1CCOC1 (THF). Yields the product ClC=1C=C(C=CC1CCN(CC)CC)N (3-chloro-4-(2-diethylaminoethyl)phenylamine). Reaction SMILES: [Cl:1][C:2]1[CH:7]=[C:6]([N+:8]([O-])=O)[CH:5]=[CH:4][C:3]=1[CH2:11][CH2:12][N:13]([CH2:16][CH3:17])[CH2:14][CH3:15]>C1COCC1.[H][H].[Ni]>[Cl:1][C:2]1[CH:7]=[C:6]([NH2:8])[CH:5]=[CH:4][C:3]=1[CH2:11][CH2:12][N:13]([CH2:16][CH3:17])[CH2:14][CH3:15]. Reported procedure: 2.00 g (7.79 mmol) of [2-(2-chloro-4-nitrophenyl)ethyl]diethylamine (VI.1.c) is dissolved in 50 mL of THF and hydrogenated for 2.5 hours at ambient temperature at a pressure of 25 psi with hydrogen and 0.8 g of Raney nickel as catalyst. Then the catalyst is filtered off and the solvent is eliminated. Yield: 1.80 g (100% of theory); Rf value: 0.45 (Alox, petroleum ether/ethyl acetate=1:1); C12H19ClN2; EII mass spectrum: m/z=227/229 [M+H]+. The reactants are C(C)OC(=O)C=1N=C(SC1)COC1=CC=C(C=C1)I (2-(4-iodo-phenoxymethyl)-thiazole-4-carboxylic acid ethyl ester), C(C)OC(=O)C=1N=C(SC1)COC1=CC=C(C=C1)I (2-(4-iodo-phenoxymethyl)-thiazole-4-carboxylic acid ethyl ester), O(C1=CC=CC=C1)C1=C(C=CC=C1)B(O)O ((2-phenoxy)phenylboronic acid). Yields the product O(C1=CC=CC=C1)C1=C(C=CC=C1)C1=CC=C(C=C1)OCC=1SC=C(N1)C(=O)O (2-(2′-Phenoxy-biphenyl-4-yloxymethyl)-thiazole-4-carboxylic acid). RXN SMILES: C([O:3][C:4]([C:6]1[N:7]=[C:8]([CH2:11][O:12][C:13]2[CH:18]=[CH:17][C:16](I)=[CH:15][CH:14]=2)[S:9][CH:10]=1)=[O:5])C.[O:20]([C:27]1[CH:32]=[CH:31][CH:30]=[CH:29][C:28]=1B(O)O)[C:21]1[CH:26]=[CH:25][CH:24]=[CH:23][CH:22]=1>>[O:20]([C:27]1[CH:28]=[CH:29][CH:30]=[CH:31][C:32]=1[C:16]1[CH:15]=[CH:14][C:13]([O:12][CH2:11][C:8]2[S:9][CH:10]=[C:6]([C:4]([OH:3])=[O:5])[N:7]=2)=[CH:18][CH:17]=1)[C:21]1[CH:26]=[CH:25][CH:24]=[CH:23][CH:22]=1. Procedure: 2-(2′-Phenoxy-biphenyl-4-yloxymethyl)-thiazole-4-carboxylic acid was prepared using the procedure described above for the preparation of Example 25 from 2-(4-iodo-phenoxymethyl)-thiazole-4-carboxylic acid ethyl ester (of Intermediate 2) and (2-phenoxy)phenylboronic acid (available from Aldrich Chemical Company, Inc., Milwaukee, Wis.). Mass spectrum MH+=404. Starting materials: CCCC[N+](CCCC)(CCCC)CCCC, C1CCOC1, [F-], O, CC(C)(C)[Si](OC(CCC1C(O)CC(=O)C1CC=CCCCC(=O)O)c1cc2ccccc2s1)(c1ccccc1)c1ccccc1. Yields the product O=C(O)CCCC=CCC1C(=O)CC(O)C1CCC(O)c1cc2ccccc2s1. RXN SMILES: [CH2:48]([N+:49]([CH2:50][CH2:51][CH2:52][CH3:53])([CH2:54][CH2:55][CH2:56][CH3:57])[CH2:58][CH2:59][CH2:60][CH3:61])[CH2:62][CH2:63][CH3:64].[CH2:66]1[O:67][CH2:68][CH2:69][CH2:70]1.[F-:47].[OH2:65].[s:1]1[c:2]2[c:3]([cH:4][c:5]1[CH:6]([CH2:7][CH2:8][CH:9]1[CH:10]([CH2:16][CH:17]=[CH:18][CH2:19][CH2:20][CH2:21][C:22](=[O:23])[OH:24])[C:11](=[O:15])[CH2:12][CH:13]1[OH:14])[O:25][Si:26]([C:27]([CH3:28])([CH3:29])[CH3:30])([c:31]1[cH:32][cH:33][cH:34][cH:35][cH:36]1)[c:37]1[cH:38][cH:39][cH:40][cH:41][cH:42]1)[cH:43][cH:44][cH:45][cH:46]2>>[s:1]1[c:2]2[c:3]([cH:4][c:5]1[CH:6]([CH2:7][CH2:8][CH:9]1[CH:10]([CH2:16][CH:17]=[CH:18][CH2:19][CH2:20][CH2:21][C:22](=[O:23])[OH:24])[C:11](=[O:15])[CH2:12][CH:13]1[OH:14])[OH:25])[cH:43][cH:44][cH:45][cH:46]2. Reactants: O=C([O-])[O-], C=CCc1cccc2c1nc(COc1ccc(Cl)cc1)n2S(=O)(=O)C(F)(F)F, CO, [K+], [K+]. Product: C=CCc1cccc2nc(COc3ccc(Cl)cc3)[nH]c12. As a reaction SMILES: [C:29](=[O:30])([O-:31])[O-:32].[CH2:1]([CH:2]=[CH2:3])[c:4]1[cH:5][cH:6][cH:7][c:8]2[n:9]([S:22]([C:23]([F:24])([F:25])[F:26])(=[O:27])=[O:28])[c:10]([CH2:13][O:14][c:15]3[cH:16][cH:17][c:18]([Cl:21])[cH:19][cH:20]3)[n:11][c:12]12.[CH3:35][OH:36].[K+:33].[K+:34]>>[CH2:1]([CH:2]=[CH2:3])[c:4]1[cH:5][cH:6][cH:7][c:8]2[n:9][c:10]([CH2:13][O:14][c:15]3[cH:16][cH:17][c:18]([Cl:21])[cH:19][cH:20]3)[nH:11][c:12]12. Starting materials: N[C@@H](CC1=CC=CC=C1)C(=O)O (Phenylalanine), C(C)(=O)O (acetic acid). Run at temperature 150 celsius, time 1 hour. The product is C(C)(=O)N[C@@H](CC1=CC=CC=C1)C(=O)O (N-Acetyl Phenylalanine). Yield: 78.4%. As a reaction SMILES: [NH2:1][C@H:2]([C:10]([OH:12])=[O:11])[CH2:3][C:4]1[CH:9]=[CH:8][CH:7]=[CH:6][CH:5]=1.[C:13](O)(=[O:15])[CH3:14]>>[C:13]([NH:1][C@H:2]([C:10]([OH:12])=[O:11])[CH2:3][C:4]1[CH:9]=[CH:8][CH:7]=[CH:6][CH:5]=1)(=[O:15])[CH3:14]. Procedure details: Phenylalanine (1 g, 6.05 mmol) and acetic acid (20 mL) were mixed together and heated at 150° C. in a microwave for one hour. The excess acetic acid was removed using a rotary evaporator. The residue was taken up in toluene and the solvent was removed using a rotary evaporator. The residue was stirred in methyl t-butyl ether (MTBE) at ambient temperature for one hour. The mixture was filtered and the solid was washed with MTBE. The solid was dried in a vacuum oven at 60° C. The product was obtai... Reactants: N (ammonia), [Sn](Cl)(Cl)(Cl)Cl (tin tetrachloride), C(C)(C)O (isopropanol). Product: solution, CC([O-])C.CC([O-])C.CC([O-])C.CC([O-])C.[Sn+4] (tin tetraisopropoxide). Yield: 16.0%. RXN SMILES: N.[Sn:2](Cl)(Cl)(Cl)Cl.[CH:7]([OH:10])([CH3:9])[CH3:8]>>[CH3:8][CH:7]([CH3:9])[O-:10].[CH3:8][CH:7]([CH3:9])[O-:10].[CH3:8][CH:7]([CH3:9])[O-:10].[CH3:8][CH:7]([CH3:9])[O-:10].[Sn+4:2] |f:3.4.5.6.7|. Procedure details: Approx. 360 g of ammonia were introduced into a solution of 1000 g of tin tetrachloride in 6650 g of isopropanol. Subsequently, the ammonium chloride was filtered off. An approx. 16% solution of tin tetraisopropoxide in isopropanol was obtained. At a temperature of 70° C., 352 g of N-methyldiethanolamine were added to 6208 g of this solution and the mixture was kept at 70° C. for 1½ h. An approx. 20% solution of the target compound in isopropanol was obtained. Reprecipitation in 1,4-butanediol w... Reaction SMILES: [CH2:1]([c:2]1[cH:3][cH:4][cH:5][cH:6][cH:7]1)[O:8][c:9]1[cH:10][cH:11][c:12]([CH2:13][O:14][CH2:15][C:16]([CH2:17][n:18]2[c:19]([Br:26])[n:20][c:21]([N+:23](=[O:24])[O-:25])[cH:22]2)([OH:27])[CH3:28])[cH:29][cH:30]1.[H-:32].[Na+:31]>>[CH2:1]([c:2]1[cH:3][cH:4][cH:5][cH:6][cH:7]1)[O:8][c:9]1[cH:10][cH:11][c:12]([CH2:13][O:14][CH2:15][C:16]2([CH3:28])[CH2:17][n:18]3[c:19]([n:20][c:21]([N+:23](=[O:24])[O-:25])[cH:22]3)[O:27]2)[cH:29][cH:30]1. The reactants are CC(O)(COCc1ccc(OCc2ccccc2)cc1)Cn1cc([N+](=O)[O-])nc1Br, [H-], [Na+]. Yields the product CC1(COCc2ccc(OCc3ccccc3)cc2)Cn2cc([N+](=O)[O-])nc2O1. The reactants are C1(CC1)C=1C=CC(=NC1OCC1CCOCC1)C(=O)O (5-cyclopropyl-6-(tetrahydro-pyran-4-ylmethoxy)-pyridine-2-carboxylic acid), C1(CC1)C=1C=CC(=NC1OCC1OCCC1)C(=O)O (5-cyclopropyl-6-(tetrahydro-furan-2-ylmethoxy)-pyridine-2-carboxylic acid), N[C@H](C(=O)N)CC(C)C ((2S)-2-amino-4-methyl-pentanamide). Yields the product C1(CC1)C=1C=CC(=NC1OCC1CCOCC1)C(=O)N[C@H](C(=O)NC)CC(C)C ((S)-5-Cyclopropyl-N-(4-methyl-1-(methylamino)-1-oxopentan-2-yl)-6-((tetrahydro-2H-pyran-4-yl)methoxy)picolinamide). RXN SMILES: [CH:1]1([C:4]2[CH:5]=[CH:6][C:7]([C:18]([OH:20])=O)=[N:8][C:9]=2[O:10][CH2:11][CH:12]2[CH2:17][CH2:16][O:15][CH2:14][CH2:13]2)[CH2:3][CH2:2]1.[CH:21]1(C2C=CC(C(O)=O)=NC=2OCC2CCCO2)CC1.[NH2:40][C@@H:41]([CH2:45][CH:46]([CH3:48])[CH3:47])[C:42]([NH2:44])=[O:43]>>[CH:1]1([C:4]2[CH:5]=[CH:6][C:7]([C:18]([NH:40][C@@H:41]([CH2:45][CH:46]([CH3:48])[CH3:47])[C:42]([NH:44][CH3:21])=[O:43])=[O:20])=[N:8][C:9]=2[O:10][CH2:11][CH:12]2[CH2:13][CH2:14][O:15][CH2:16][CH2:17]2)[CH2:2][CH2:3]1. Reported procedure: The title compound was synthesized in analogy to Example 1, using 5-cyclopropyl-6-(tetrahydro-pyran-4-ylmethoxy)-pyridine-2-carboxylic acid (which can e.g. be prepared in a similar manner than 5-cyclopropyl-6-(tetrahydro-furan-2-ylmethoxy)-pyridine-2-carboxylic acid (Example 166 b)) and (2S)-2-amino-4-methyl-pentanamide (CAN 687-51-4) as starting materials, MS (EI): m/e=404.2 [M+H]+. Starting materials: C(#N)C1=CC=C(C=C1)NC1=NC=C(C(=N1)NCCC)C(=O)O (2-((4-cyanophenyl)amino)-4-(propylamino)pyrimidine-5-carboxylic acid), Cl.C(C)N=C=NCCCN(C)C (1-ethyl-3-(3-dimethylaminopropyl)carbodiimide hydrochloride), O.ON1N=NC2=C1C=CC=C2 (1-hydroxybenzotriazole monohydrate), C(C)(C)N(C(C)C)CC (N,N-diisopropylethylamine), NC=1C=C(C=CC1)NC([C@H](C)N(C(OC(C)(C)C)=O)C)=O ((S)-tert-butyl (1-((3-aminophenyl)amino)-1-oxopropan-2-yl)(methyl)carbamate), C(O)([O-])=O.[Na+] (sodium hydrogencarbonate). Run in CN(C=O)C (N,N-dimethylformamide), C(C)(=O)OCC (ethyl acetate). Run at temperature 50 celsius, time 20 minute. Product: C(#N)C1=CC=C(C=C1)NC1=NC=C(C(=N1)NCCC)C(=O)NC=1C=C(C=CC1)NC([C@H](C)N(C(OC(C)(C)C)=O)C)=O ((S)-tert-butyl (1-((3-(2-((4-cyanophenyl)amino)-4-(propylamino)pyrimidine-5-carboxamido)phenyl)amino)-1-oxopropan-2-yl)(methyl)carbamate). The yield is 56.8%. RXN SMILES: [C:1]([C:3]1[CH:8]=[CH:7][C:6]([NH:9][C:10]2[N:15]=[C:14]([NH:16][CH2:17][CH2:18][CH3:19])[C:13]([C:20]([OH:22])=O)=[CH:12][N:11]=2)=[CH:5][CH:4]=1)#[N:2].Cl.C(N=C=NCCCN(C)C)C.O.ON1C2C=CC=CC=2N=N1.C(N(CC)C(C)C)(C)C.[NH2:55][C:56]1[CH:57]=[C:58]([NH:62][C:63](=[O:75])[C@@H:64]([N:66]([CH3:74])[C:67](=[O:73])[O:68][C:69]([CH3:72])([CH3:71])[CH3:70])[CH3:65])[CH:59]=[CH:60][CH:61]=1.C(=O)([O-])O.[Na+]>C(OCC)(=O)C.CN(C)C=O>[C:1]([C:3]1[CH:4]=[CH:5][C:6]([NH:9][C:10]2[N:15]=[C:14]([NH:16][CH2:17][CH2:18][CH3:19])[C:13]([C:20]([NH:55][C:56]3[CH:57]=[C:58]([NH:62][C:63](=[O:75])[C@@H:64]([N:66]([CH3:74])[C:67](=[O:73])[O:68][C:69]([CH3:70])([CH3:72])[CH3:71])[CH3:65])[CH:59]=[CH:60][CH:61]=3)=[O:22])=[CH:12][N:11]=2)=[CH:7][CH:8]=1)#[N:2] |f:1.2,3.4,7.8|. Procedure details: To 2-((4-cyanophenyl)amino)-4-(propylamino)pyrimidine-5-carboxylic acid (C5, 297 mg), 1-ethyl-3-(3-dimethylaminopropyl)carbodiimide hydrochloride (383 mg) and 1-hydroxybenzotriazole monohydrate (270 mg), N,N-dimethylformamide (7.5 mL) was added at room temperature, and the mixture was stirred at 50° C. for 1 hour and 20 minutes. The reaction mixture was cooled to room temperature, and then N,N-diisopropylethylamine (697 μL) and (S)-tert-butyl (1-((3-aminophenyl)amino)-1-oxopropan-2-yl)(methyl)ca...